From a dataset of the Open Reaction Database (ORD), a public repository of structured organic reaction records. describe an organic reaction: reactants, conditions, products, and yield Reactants: O=C(O)c1ccc(Cl)cc1NC(=O)C1CCCC(=O)N1Cc1ccccc1, ClCCCl, NCc1ccccc1, CN(C)C=O. Product: O=C(NCc1ccccc1)c1ccc(Cl)cc1NC(=O)C1CCCC(=O)N1Cc1ccccc1. RXN SMILES: [CH2:1]([c:2]1[cH:3][cH:4][cH:5][cH:6][cH:7]1)[N:8]1[CH:9]([C:15](=[O:16])[NH:17][c:18]2[c:19]([C:20](=[O:21])[OH:22])[cH:23][cH:24][c:25]([Cl:27])[cH:26]2)[CH2:10][CH2:11][CH2:12][C:13]1=[O:14].[CH2:28]([Cl:29])[CH2:30][Cl:31].[NH2:32][CH2:33][c:34]1[cH:35][cH:36][cH:37][cH:38][cH:39]1.[O:40]=[CH:41][N:42]([CH3:43])[CH3:44]>>[CH2:1]([c:2]1[cH:3][cH:4][cH:5][cH:6][cH:7]1)[N:8]1[CH:9]([C:15](=[O:16])[NH:17][c:18]2[c:19]([C:20](=[O:22])[NH:32][CH2:33][c:34]3[cH:35][cH:36][cH:37][cH:38][cH:39]3)[cH:23][cH:24][c:25]([Cl:27])[cH:26]2)[CH2:10][CH2:11][CH2:12][C:13]1=[O:14].